Dataset: the Open Reaction Database (ORD), a public repository of structured organic reaction records. Task: describe an organic reaction: reactants, conditions, products, and yield Reactants: O=C1NC2=C(N(C(C1)=O)C1=CC=C(C(=O)O)C=C1)C=CC1=CC=CC=C12 (4-[2,4-dioxo-3,4-dihydro-1H-naphtho[2,1-b][1,4]diazepin-5(2H)-yl]benzoic acid), C1(=CC=CC=C1)NC(=O)C1=CC=C(C=C1)N1C2=C(NC(CC1=O)=O)C1=CC=CC=C1C=C2 (5-(4-Phenylcarbamoylphenyl)-1H-naphtho[1,2-b][1,4]diazepine-2,4(3H,5H)-dione), ClC1=C(N)C=CC=C1 (2-chloroaniline). The product is ClC1=C(C=CC=C1)NC(=O)C1=CC=C(C=C1)N1C2=C(NC(CC1=O)=O)C1=CC=CC=C1C=C2 (5-[4-(2-Chlorophenyl)carbamoylphenyl]-1H-naphtho[1,2-b][1,4]diazepine-2,4(3H,5H)-dione). Yield: 15.0%. Reaction SMILES: [O:1]=[C:2]1[CH2:8][C:7](=[O:9])[N:6]([C:10]2[CH:18]=[CH:17][C:13]([C:14](O)=[O:15])=[CH:12][CH:11]=2)[C:5]2[CH:19]=[CH:20][C:21]3[C:26]([C:4]=2[NH:3]1)=[CH:25][CH:24]=[CH:23][CH:22]=3.[Cl:27][C:28]1[CH:34]=[CH:33][CH:32]=[CH:31][C:29]=1[NH2:30].C1(NC(C2C=CC(N3C(=O)CC(=O)NC4C5C(C=CC3=4)=CC=CC=5)=CC=2)=O)C=CC=CC=1>>[Cl:27][C:28]1[CH:34]=[CH:33][CH:32]=[CH:31][C:29]=1[NH:30][C:14]([C:13]1[CH:17]=[CH:18][C:10]([N:6]2[C:7](=[O:9])[CH2:8][C:2](=[O:1])[NH:3][C:4]3[C:26]4[C:21]([CH:20]=[CH:19][C:5]2=3)=[CH:22][CH:23]=[CH:24][CH:25]=4)=[CH:11][CH:12]=1)=[O:15]. Reported procedure: By using 4-[2,4-dioxo-3,4-dihydro-1H-naphtho[2,1-b][1,4]diazepin-5(2H)-yl]benzoic acid obtained in Example 102, (4), and 2-chloroaniline, the title compound (yield 15%) was obtained in the same manner as that of Example 102, (5).